This data is from the Open Reaction Database (ORD), a public repository of structured organic reaction records. The task is: describe an organic reaction: reactants, conditions, products, and yield Starting materials: C1(=C(C=CC=C1)OCC)NC(=O)C1=C(C2=CC=CC=C2C=C1)O (2-(N-2-phenetylcarbamoyl)-1-naphthol), C(C=1C(N)=CC=CC1)(=O)O (anthranilic acid), aqueous solution, [OH-].[K+] (potassium hydroxide), Cl (hydrochloric acid), S(=O)([O-])S(=O)[O-].[Na+].[Na+] (sodium hydrosulfite), [OH-].[K+] (potassium hydroxide), diazonium salt. Run in O (water), CO (methanol). Conditions: time 30 minute. Yields the product NC1=CC(=C(C2=CC=CC=C12)O)C(NC1=C(C=CC=C1)OCC)=O (4-amino-2-(N-2-phenetylcarbamoyl)-1-naphthol). Reaction SMILES: [C:1]1([NH:10][C:11]([C:13]2[CH:22]=[CH:21][C:20]3[C:15](=[CH:16][CH:17]=[CH:18][CH:19]=3)[C:14]=2[OH:23])=[O:12])[CH:6]=[CH:5][CH:4]=[CH:3][C:2]=1[O:7][CH2:8][CH3:9].[OH-].[K+].C(O)(=O)C1C(=CC=CC=1)[NH2:29].S(S([O-])=O)([O-])=O.[Na+].[Na+].Cl>CO.O>[NH2:29][C:21]1[C:20]2[C:15](=[CH:16][CH:17]=[CH:18][CH:19]=2)[C:14]([OH:23])=[C:13]([C:11](=[O:12])[NH:10][C:1]2[CH:6]=[CH:5][CH:4]=[CH:3][C:2]=2[O:7][CH2:8][CH3:9])[CH:22]=1 |f:1.2,4.5.6|. Reported procedure: 11.64 g (0.04 mol) of 2-(N-2-phenetylcarbamoyl)-1-naphthol was dissolved in a mixture composed of 12 g of potassium hydroxide, 25 ml of water and 200 ml of methanol. To the resulted solution, an aqueous solution of diazonium salt prepared with using 5.75 g of anthranilic acid was added to 0° to 5° C. After stirred at 5° to 10° C. for 30 minutes, 100 ml of a 20% aqueous solution of potassium hydroxide was added thereto and 50 g of sodium hydrosulfite was added at 50° to 60° C. After stirring at t... Reactants: FC(S(=O)(=O)OC1=NN(C=2CN(CCC21)C(=O)OC(C)(C)C)COCC[Si](C)(C)C)(F)F (tert-butyl 3-(((trifluoromethyl)sulfonyl)oxy)-1-((2-(trimethylsilyl)ethoxy)methyl)-4,5-dihydro-1H-pyrazolo[3,4-c]pyridine-6(7H)-carboxylate), C1(=CC=CC=C1)B(O)O (phenylboronic acid), P(=O)([O-])([O-])[O-].[K+].[K+].[K+] (potassium phosphate). The reagents and catalysts are C1(=CC=CC=C1)P([C-]1C=CC=C1)C1=CC=CC=C1.[C-]1(C=CC=C1)P(C1=CC=CC=C1)C1=CC=CC=C1.[Fe+2].Cl[Pd]Cl (1,1′-bis(diphenylphosphino)ferrocene dichloropalladium (II)), C1(=CC=CC=C1)P([C-]1C=CC=C1)C1=CC=CC=C1.[C-]1(C=CC=C1)P(C1=CC=CC=C1)C1=CC=CC=C1.[Fe+2] (1,1′-bis(diphenylphosphino)ferrocene). Run in O1CCOCC1 (1,4-dioxane). Conditions: temperature 160 celsius, time 1 hour. Yields the product C1(=CC=CC=C1)C1=NN(C=2CN(CCC21)C(=O)OC(C)(C)C)COCC[Si](C)(C)C (tert-Butyl 3-phenyl-1-((2-(trimethylsilyl)ethoxy)methyl)-4,5-dihydro-1H-pyrazolo[3,4-c]pyridine-6(7H)-carboxylate). Isolated yield 78.8%. RXN SMILES: FC(F)(F)S(O[C:7]1[C:15]2[CH2:14][CH2:13][N:12]([C:16]([O:18][C:19]([CH3:22])([CH3:21])[CH3:20])=[O:17])[CH2:11][C:10]=2[N:9]([CH2:23][O:24][CH2:25][CH2:26][Si:27]([CH3:30])([CH3:29])[CH3:28])[N:8]=1)(=O)=O.[C:33]1(B(O)O)[CH:38]=[CH:37][CH:36]=[CH:35][CH:34]=1.P([O-])([O-])([O-])=O.[K+].[K+].[K+]>O1CCOCC1.C1(P(C2C=CC=CC=2)[C-]2C=CC=C2)C=CC=CC=1.[C-]1(P(C2C=CC=CC=2)C2C=CC=CC=2)C=CC=C1.[Fe+2].Cl[Pd]Cl.C1(P(C2C=CC=CC=2)[C-]2C=CC=C2)C=CC=CC=1.[C-]1(P(C2C=CC=CC=2)C2C=CC=CC=2)C=CC=C1.[Fe+2]>[C:33]1([C:7]2[C:15]3[CH2:14][CH2:13][N:12]([C:16]([O:18][C:19]([CH3:22])([CH3:21])[CH3:20])=[O:17])[CH2:11][C:10]=3[N:9]([CH2:23][O:24][CH2:25][CH2:26][Si:27]([CH3:30])([CH3:28])[CH3:29])[N:8]=2)[CH:38]=[CH:37][CH:36]=[CH:35][CH:34]=1 |f:2.3.4.5,7.8.9.10,11.12.13|. Reported procedure: To a solution of tert-butyl 3-(((trifluoromethyl)sulfonyl)oxy)-1-((2-(trimethylsilyl)ethoxy)methyl)-4,5-dihydro-1H-pyrazolo[3,4-c]pyridine-6(7H)-carboxylate (440 mg, 0.88 mmol) in 1,4-dioxane (9 mL) was added phenylboronic acid (331 mg, 2.63 mmol), potassium phosphate (559 mg, 2.63 mmol), 1,1′-bis(diphenylphosphino)ferrocene-dichloropalladium (II) (32 mg, 0.05 mmol) and 1,1′-bis(diphenylphosphino)ferrocene (10 mg, 0.02 mmol). The reaction was stirred at 160° C. for 1 hour in a microwave reactor.... Reactants: COc1ccc2c(c1)OCCN2, CCC(C1CC1)n1cc(Cl)nc(Cl)c1=O. The product is CCC(C1CC1)n1cc(Cl)nc(N2CCOc3cc(OC)ccc32)c1=O. RXN SMILES: [CH3:16][O:17][c:18]1[cH:19][c:20]2[c:21]([cH:26][cH:27]1)[NH:22][CH2:23][CH2:24][O:25]2.[Cl:1][c:2]1[c:3](=[O:15])[n:4]([CH:9]([CH2:10][CH3:11])[CH:12]2[CH2:13][CH2:14]2)[cH:5][c:6]([Cl:8])[n:7]1>>[c:2]1([N:22]2[c:21]3[c:20]([cH:19][c:18]([O:17][CH3:16])[cH:27][cH:26]3)[O:25][CH2:24][CH2:23]2)[c:3](=[O:15])[n:4]([CH:9]([CH2:10][CH3:11])[CH:12]2[CH2:13][CH2:14]2)[cH:5][c:6]([Cl:8])[n:7]1. Reactants: CC(=O)c1c2c(cc3c1CCC3)CCC2, CCO, c1ccncc1. The product is CC(=[O+][O-])c1c2c(cc3c1CCC3)CCC2. As a reaction SMILES: [CH2:1]1[CH2:2][CH2:3][c:4]2[c:5]([C:13]([CH3:14])=[O:15])[c:6]3[c:10]([cH:11][c:12]21)[CH2:9][CH2:8][CH2:7]3.[CH3:16][CH2:17][OH:18].[cH:19]1[cH:20][cH:21][n:22][cH:23][cH:24]1>>[CH2:1]1[CH2:2][CH2:3][c:4]2[c:5]([C:13]([CH3:14])=[O+:15][O-:18])[c:6]3[c:10]([cH:11][c:12]21)[CH2:9][CH2:8][CH2:7]3.